describe an organic reaction: reactants, conditions, products, and yield From a dataset of the Open Reaction Database (ORD), a public repository of structured organic reaction records. The reactants are C1(CCCCC1)C[C@@H]([C@@H](CNCC1=CC(=CC(=C1)OC)OC)O)NC(OC(C)(C)C)=O (tert-butyl (2S,3R)-1-cyclohexyl-4-(3,5-dimethoxybenzylamino)-3-hydroxybutan-2-ylcarbamate), CCN(C(C)C)C(C)C (DIEA), ClC(=O)OCC1C2=CC=CC=C2C=2C=CC=CC12 (9-fluorenylmethyl chloroformate). The solvent is C(Cl)Cl (CH2Cl2). Conditions: temperature 0 celsius, time 2 hour. Yields the product C(C)(C)(C)OC(=O)N[C@H]([C@@H](CN(C(=O)OCC1C2=CC=CC=C2C=2C=CC=CC12)CC1=CC(=CC(=C1)OC)OC)O)CC1CCCCC1 ((2R,3S)-3-(t-butoxycarbonylamino)-4-cyclohexyl-1-(N-(3,5-dimethoxybenzyl)-N-((9H-fluoren-9-yl)methoxycarbonyl)amino)butan-2-ol). Yield: 77.9%. Reaction SMILES: [CH:1]1([CH2:7][C@H:8]([NH:24][C:25](=[O:31])[O:26][C:27]([CH3:30])([CH3:29])[CH3:28])[C@H:9]([OH:23])[CH2:10][NH:11][CH2:12][C:13]2[CH:18]=[C:17]([O:19][CH3:20])[CH:16]=[C:15]([O:21][CH3:22])[CH:14]=2)[CH2:6][CH2:5][CH2:4][CH2:3][CH2:2]1.CCN(C(C)C)C(C)C.Cl[C:42]([O:44][CH2:45][CH:46]1[C:58]2[CH:57]=[CH:56][CH:55]=[CH:54][C:53]=2[C:52]2[C:47]1=[CH:48][CH:49]=[CH:50][CH:51]=2)=[O:43]>C(Cl)Cl>[C:27]([O:26][C:25]([NH:24][C@@H:8]([CH2:7][CH:1]1[CH2:6][CH2:5][CH2:4][CH2:3][CH2:2]1)[C@H:9]([OH:23])[CH2:10][N:11]([CH2:12][C:13]1[CH:18]=[C:17]([O:19][CH3:20])[CH:16]=[C:15]([O:21][CH3:22])[CH:14]=1)[C:42]([O:44][CH2:45][CH:46]1[C:47]2[CH:48]=[CH:49][CH:50]=[CH:51][C:52]=2[C:53]2[C:58]1=[CH:57][CH:56]=[CH:55][CH:54]=2)=[O:43])=[O:31])([CH3:28])([CH3:30])[CH3:29]. Procedure details: To a solution of tert-butyl (2S,3R)-1-cyclohexyl-4-(3,5-dimethoxybenzylamino)-3-hydroxybutan-2-ylcarbamate (66.5 mg, 0.153 mmol) in CH2Cl2 (10 mL) at 0° C. was added DIEA (1.5 mL) followed by 9-fluorenylmethyl chloroformate (39.5 mg, 0.153 mmol) and the resulting mixture was stirred at 0° C. for 2 h and at rt for 2 h. The reaction mixture was concentrated and the residue was diluted with EtOAc and water. The organics were washed with water, dried over Na2SO4, filtered and concentrated in vacuo. ... Starting materials: O (water), [Si](C)(C)(C(C)(C)C)OC[C@@H](C(=O)OC)C (Methyl (S)-(+)-3-(t-butyldimethylsilyloxy)-2-methylpropionate), CCCCCC (hexane), [H-].C(C(C)C)[Al+]CC(C)C (diisobutylaluminum hydride), resultant mixture. The solvent is ClCCl (dichloromethane). Conditions: time 30 minute. Product: [Si](C)(C)(C(C)(C)C)OC[C@@H](CO)C ((R)-(+)-3-(t-butyldimethylsilyloxy)-2-methyl-1-propanol). The yield is 89.7%. RXN SMILES: [Si:1]([O:8][CH2:9][C@H:10]([CH3:15])[C:11](OC)=[O:12])([C:4]([CH3:7])([CH3:6])[CH3:5])([CH3:3])[CH3:2].CCCCCC.[H-].C([Al+]CC(C)C)C(C)C.O>ClCCl>[Si:1]([O:8][CH2:9][C@H:10]([CH3:15])[CH2:11][OH:12])([C:4]([CH3:7])([CH3:6])[CH3:5])([CH3:3])[CH3:2] |f:2.3|. Reported procedure: Methyl (S)-(+)-3-(t-butyldimethylsilyloxy)-2-methylpropionate (10.0 g; 43.1 mmol) was dissolved in anhydrous dichloromethane (100 ml), and a hexane solution (100 ml) of 1M diisobutylaluminum hydride was dropwise added thereto at a temperature below 0° C. in an argon stream. After stirring for 30 minutes, water (20 ml) was added thereto, and the resultant mixture was stirred for 1 hour, followed by separation of the organic layer. The aqueous layer was extracted with dichloromethane, and the extr...